This data is from the Open Reaction Database (ORD), a public repository of structured organic reaction records. The task is: describe an organic reaction: reactants, conditions, products, and yield Starting materials: C[Si](C#CC1=C(C#N)C=CC=C1)(C)C (2-(2-trimethylsilylethynyl)benzonitrile), [F-].C(CCC)[N+](CCCC)(CCCC)CCCC (tetrabutylammonium fluoride). Yields the product C(#C)C1=C(C#N)C=CC=C1 (2-ethynylbenzonitrile). Isolated yield 97.0%. Reaction SMILES: C[Si](C)(C)[C:3]#[C:4][C:5]1[CH:12]=[CH:11][CH:10]=[CH:9][C:6]=1[C:7]#[N:8].[F-].C([N+](CCCC)(CCCC)CCCC)CCC>>[C:4]([C:5]1[CH:12]=[CH:11][CH:10]=[CH:9][C:6]=1[C:7]#[N:8])#[CH:3] |f:1.2|. Procedure: Alternatively, 2-ethynylbenzonitrile (a3) may be prepared according to the procedures set forth in M. J. Wu et al. (1999), Organic Letters, 1 (5):767-768, which is incorporated herein by reference in its entirety. Specifically, palladium-catalyzed coupling reaction of trimethylsilylacetylene with 1,2-diiodobenzene produced 2-(2-trimethylsilylethynyl)iodobenzene in 58% yield; 2-(2-trimethylsilylethynyl)iodobenzene was then coupled with Zn(CN)2 using palladium(0) as a catalyst to give 2-(2-trimeth... The reactants are Brc1ccccn1, CCOC(C)=O, NCCNCc1ccccc1. Yields the product c1ccc(CNCCNc2ccccn2)cc1. RXN SMILES: [Br:1][c:2]1[cH:3][cH:4][cH:5][cH:6][n:7]1.[CH3:19][CH2:20][O:21][C:22](=[O:23])[CH3:24].[c:8]1([CH2:14][NH:15][CH2:16][CH2:17][NH2:18])[cH:9][cH:10][cH:11][cH:12][cH:13]1>>[c:2]1([NH:18][CH2:17][CH2:16][NH:15][CH2:14][c:8]2[cH:9][cH:10][cH:11][cH:12][cH:13]2)[cH:3][cH:4][cH:5][cH:6][n:7]1. The reactants are CC(=O)O (HOAc), N[C@@H]1[C@@H](CCCC1)NC=1N=C(C(=NC1)C#N)NC1=C2C=CN(C2=CC=C1)C (5-((1R,2S)-2-aminocyclohexylamino)-3-(1-methyl-1H-indol-4-ylamino)pyrazine-2-carbonitrile), [OH-].[Na+] (NaOH), OO (H2O2). Run in CCO (EtOH), CS(=O)C (DMSO). Conditions: time 20 minute. Yields the product N[C@@H]1[C@@H](CCCC1)NC=1N=C(C(=NC1)C(=O)N)NC1=C2C=CN(C2=CC=C1)C (5-((1R,2S)-2-aminocyclohexylamino)-3-(1-methyl-1H-indol-4-ylamino)pyrazine-2-carboxamide). RXN SMILES: [NH2:1][C@H:2]1[CH2:7][CH2:6][CH2:5][CH2:4][C@H:3]1[NH:8][C:9]1[N:10]=[C:11]([NH:17][C:18]2[CH:26]=[CH:25][CH:24]=[C:23]3[C:19]=2[CH:20]=[CH:21][N:22]3[CH3:27])[C:12]([C:15]#[N:16])=[N:13][CH:14]=1.[OH-].[Na+].OO.CC(O)=[O:34]>CCO.CS(C)=O>[NH2:1][C@H:2]1[CH2:7][CH2:6][CH2:5][CH2:4][C@H:3]1[NH:8][C:9]1[N:10]=[C:11]([NH:17][C:18]2[CH:26]=[CH:25][CH:24]=[C:23]3[C:19]=2[CH:20]=[CH:21][N:22]3[CH3:27])[C:12]([C:15]([NH2:16])=[O:34])=[N:13][CH:14]=1 |f:1.2|. Procedure: The compound 5-((1R,2S)-2-aminocyclohexylamino)-3-(1-methyl-1H-indol-4-ylamino)pyrazine-2-carbonitrile (18 mg) was dissolved in EtOH (2 mL) and DMSO (1 mL), aq. 1N NaOH (1.0 mL) and aq. H2O2 (50%, 1.0 mL) were added. The mixture was stirred at room temperature for 20 min. HOAc (0.5 mL) was added. The mixture was then concentrated in vacuo. The residue was purified by HPLC to give the titled compound (9 mg). MS 380.5 (M+H); UV 221.2, 273.8, 322.5 nm; t 0.518 min. The reactants are C(C=C)C(CC=C)N (diallylmethylamine), BrCCCCCCCCCCCC (1-bromododecane), O1CCCC1 (tetrahydrofuran). Solvent: C(C)OCC (Diethylether). Reaction conditions: temperature 65 celsius, time 1 hour. The product is [Br-].C(C=C)C(CC=C)[NH2+]CCCCCCCCCCCC (Diallylmethyldodecylammonium Bromide). Yield: 20.7%. RXN SMILES: [CH2:1]([CH:4]([NH2:8])[CH2:5][CH:6]=[CH2:7])[CH:2]=[CH2:3].[Br:9][CH2:10][CH2:11][CH2:12][CH2:13][CH2:14][CH2:15][CH2:16][CH2:17][CH2:18][CH2:19][CH2:20][CH3:21].O1CCCC1>C(OCC)C>[Br-:9].[CH2:1]([CH:4]([NH2+:8][CH2:21][CH2:20][CH2:19][CH2:18][CH2:17][CH2:16][CH2:15][CH2:14][CH2:13][CH2:12][CH2:11][CH3:10])[CH2:5][CH:6]=[CH2:7])[CH:2]=[CH2:3] |f:4.5|. Procedure: To a 2 L Morton flask was added diallylmethylamine (100 g), 1-bromododecane (249 g), and tetrahydrofuran (750 mL). The mixture was heated to 65° C. for 44 h, and then allowed to cool to room temperature. The solvent was removed by rotary vacuum evaporation to leave two layers. Diethylether (500 mL) was added and the mixture was stirred for 1 hr. The mixture was allowed to settle and the top layer was decanted and discarded. Additional diethylether (500 mL) was added. The mixture was stirred for ... Yields the product Cl.C(=O)(O)CCC\C=C/[C@H]1N(C[C@@H](C1)NS(=O)(=O)C1=CC=C(C=C1)Cl)CC=1C=NC=CC1 ((2S,4R)-2-[(Z)-5-carboxy-l-pentenyl]-4-(4-chlorophenylsulfonylamino)-1-(3pyridylmethyl)pyrrolidine hydrochloride). As a reaction SMILES: [CH3:1]C(C)([O-])C.[K+].[Cl-].[C:8]([CH2:11][CH2:12][CH2:13][CH2:14][P+](C1C=CC=CC=1)(C1C=CC=CC=1)C1C=CC=CC=1)([OH:10])=[O:9].[N:34]1[CH:39]=[CH:38][CH:37]=[C:36]([CH2:40][N:41]2[CH2:45][C@H:44]([NH:46][S:47]([C:50]3[CH:55]=[CH:54][C:53]([Cl:56])=[CH:52][CH:51]=3)(=[O:49])=[O:48])[CH2:43][C@H:42]2C=O)[CH:35]=1.[OH-].[Na+]>O1CCCC1.Cl.C(Cl)Cl>[ClH:56].[C:8]([CH2:11][CH2:12][CH2:13]/[CH:14]=[CH:1]\[C@@H:42]1[CH2:43][C@@H:44]([NH:46][S:47]([C:50]2[CH:51]=[CH:52][C:53]([Cl:56])=[CH:54][CH:55]=2)(=[O:48])=[O:49])[CH2:45][N:41]1[CH2:40][C:36]1[CH:35]=[N:34][CH:39]=[CH:38][CH:37]=1)([OH:10])=[O:9] |f:0.1,2.3,5.6,10.11|. Starting materials: [OH-].[Na+] (sodium hydroxide), [OH-].[Na+] (sodium hydroxide), N1=CC(=CC=C1)CN1[C@@H](C[C@H](C1)NS(=O)(=O)C1=CC=C(C=C1)Cl)C=O ((2S,4R)-1-(3-pyridylmethyl)-2-formyl-4-(4-chlorophenylsulfonylamino)pyrrolidine), [Cl-].C(=O)(O)CCCC[P+](C1=CC=CC=C1)(C1=CC=CC=C1)C1=CC=CC=C1 ((4carboxybutyl)triphenylphosphonium chloride), CC(C)([O-])C.[K+] (potassium t-butoxide), [OH-].[Na+] (sodium hydroxide). Yield: 116.8%. Run at temperature 40 celsius, time 1 hour. Solvent: Cl (hydrochloric acid), C(Cl)Cl (methylene chloride), Cl (hydrochloric acid), O1CCCC1 (tetrahydrofuran), O1CCCC1 (tetrahydrofuran). Procedure details: In an atmosphere of nitrogen, potassium t-butoxide (21.9 g, 0.195 mol) was dissolved in tetrahydrofuran (140 ml) and after the solution was cooled to 0°-5° C., (4carboxybutyl)triphenylphosphonium chloride (43.3 g, 0.0975 mol) was added thereto. The mixture was warmed to 40° C. and stirred for 1 hour. The reaction mixture was cooled to 0°-5° C. and a solution of (2S,4R)-1-(3-pyridylmethyl)-2-formyl-4-(4-chlorophenylsulfonylamino)pyrrolidine (10.4 g) in tetrahydrofuran (60 ml) was added thereto dr... Starting materials: O=C(Cc1ccc(Br)c(C(F)(F)F)c1)Nc1ccc(-c2cnccn2)cn1, CCCC[Sn](CCCC)(CCCC)c1ccnnc1, CN(C)C=O, c1ccc(P(c2ccccc2)(c2ccccc2)[Pd](P(c2ccccc2)(c2ccccc2)c2ccccc2)(P(c2ccccc2)(c2ccccc2)c2ccccc2)P(c2ccccc2)(c2ccccc2)c2ccccc2)cc1. Product: O=C(Cc1ccc(-c2ccnnc2)c(C(F)(F)F)c1)Nc1ccc(-c2cnccn2)cn1. Reaction SMILES: [Br:1][c:2]1[c:3]([C:24]([F:25])([F:26])[F:27])[cH:4][c:5]([CH2:8][C:9](=[O:10])[NH:11][c:12]2[n:13][cH:14][c:15](-[c:18]3[n:19][cH:20][cH:21][n:22][cH:23]3)[cH:16][cH:17]2)[cH:6][cH:7]1.[CH2:28]([Sn:29]([CH2:30][CH2:31][CH2:32][CH3:39])([c:33]1[cH:34][n:35][n:36][cH:37][cH:38]1)[CH2:40][CH2:41][CH2:42][CH3:43])[CH2:44][CH2:45][CH3:46].[O:124]=[CH:125][N:126]([CH3:127])[CH3:128].[cH:47]1[cH:48][cH:49][c:50]([P:51]([Pd:52]([P:53]([c:54]2[cH:55][cH:56][cH:57][cH:58][cH:59]2)([c:60]2[cH:61][cH:62][cH:63][cH:64][cH:65]2)[c:66]2[cH:67][cH:68][cH:69][cH:70][cH:71]2)([P:72]([c:73]2[cH:74][cH:75][cH:76][cH:77][cH:78]2)([c:79]2[cH:80][cH:81][cH:82][cH:83][cH:84]2)[c:85]2[cH:86][cH:87][cH:88][cH:89][cH:90]2)[P:91]([c:92]2[cH:93][cH:94][cH:95][cH:96][cH:97]2)([c:98]2[cH:99][cH:100][cH:101][cH:102][cH:103]2)[c:104]2[cH:105][cH:106][cH:107][cH:108][cH:109]2)([c:110]2[cH:111][cH:112][cH:113][cH:114][cH:115]2)[c:116]2[cH:117][cH:118][cH:119][cH:120][cH:121]2)[cH:122][cH:123]1>>[c:2]1(-[c:33]2[cH:34][n:35][n:36][cH:37][cH:38]2)[c:3]([C:24]([F:25])([F:26])[F:27])[cH:4][c:5]([CH2:8][C:9](=[O:10])[NH:11][c:12]2[n:13][cH:14][c:15](-[c:18]3[n:19][cH:20][cH:21][n:22][cH:23]3)[cH:16][cH:17]2)[cH:6][cH:7]1. Reactants: [OH-].[Na+] (sodium hydroxide), O (water), ice, C(C1=CC=CC=C1)OC1=C(C(=NC2=CC=C(C=C12)C)C)C (4-(benzyloxy)-2,3,6-trimethylquinoline), ClC1=CC(=CC=C1)C(=O)OO (m-chloroperbenzoic acid). The solvent is C(Cl)(Cl)Cl (chloroform). Reaction conditions: time 4.5 hour. The product is C(C1=CC=CC=C1)OC1=C(C(=[N+](C2=CC=C(C=C12)C)[O-])C)C (4-(benzyloxy)-2,3,6-trimethylquinoline-1-oxide). Yield: 83.4%. RXN SMILES: [CH2:1]([O:8][C:9]1[C:18]2[C:13](=[CH:14][CH:15]=[C:16]([CH3:19])[CH:17]=2)[N:12]=[C:11]([CH3:20])[C:10]=1[CH3:21])[C:2]1[CH:7]=[CH:6][CH:5]=[CH:4][CH:3]=1.ClC1C=CC=C(C(OO)=[O:30])C=1.[OH-].[Na+].O>C(Cl)(Cl)Cl>[CH2:1]([O:8][C:9]1[C:18]2[C:13](=[CH:14][CH:15]=[C:16]([CH3:19])[CH:17]=2)[N+:12]([O-:30])=[C:11]([CH3:20])[C:10]=1[CH3:21])[C:2]1[CH:7]=[CH:6][CH:5]=[CH:4][CH:3]=1 |f:2.3|. Reported procedure: To an ice-cold solution of 4-(benzyloxy)-2,3,6-trimethylquinoline (1.36 g) in chloroform (25 mL) was added m-chloroperbenzoic acid (75%, 1.35 g), and the mixture was stirred for 4.5 hours. A 1M aqueous sodium hydroxide solution (10 mL) and water (10 mL) were added to the reaction mixture, followed by extraction with chloroform (20 mL). The organic layer was washed sequentially with water and saturated brine, and the solvent was evaporated under reduced pressure. The residue was purified by silic... The reactants are O (water), OCC1=C2C=CC(=NC2=CC=C1)O (5-(Hydroxymethyl) quinolinol), CI (methyl iodide), C([O-])([O-])=O.[K+].[K+] (potassium carbonate). Solvent: CN(C)C=O (DMF). Conditions: time 8 hour. Product: OCC1=C2C=CC=NC2=C(C=C1)OC (5-hydroxymethyl-8-methoxyquinoline). The yield is 90.4%. Reaction SMILES: [OH:1][CH2:2][C:3]1[CH:12]=[CH:11][CH:10]=[C:9]2[C:4]=1[CH:5]=[CH:6][C:7](O)=[N:8]2.[C:14](=O)([O-])[O-:15].[K+].[K+].CI.O>CN(C=O)C>[OH:1][CH2:2][C:3]1[CH:12]=[CH:11][C:10]([O:15][CH3:14])=[C:9]2[C:4]=1[CH:5]=[CH:6][CH:7]=[N:8]2 |f:1.2.3|. Procedure: 5-(Hydroxymethyl) quinolinol (6.7 g, 38 mmol) was dissolved in DMF (38 mL) and treated with potassium carbonate (16 g, 116 mmol) followed by methyl iodide (2.9 mL, 6.8 g, 48 mmol). The mixture was allowed to stir overnight at RT, then poured into a separatory funnel with water and extracted 3× DCM. The organic layer was dried over Na2SO4, and concentrated to give solid 5-hydroxymethyl-8-methoxyquinoline (6.5 g). 1H NMR (CDCl3) δ 8.97 (d, 1H), 8.51 (d, 1H) 7.49 (m, 2H), 6.99 (d, 1H), 5.05 (s, 2H)... The reactants are FC=1C(=CC2=C(N(C=N2)C2OCCCC2)C1)C#N (6-fluoro-1-(tetrahydro-2H-pyran-2-yl)-1H-benzo[d]imidazole-5-carbonitrile). The reagents and catalysts are [Ni] (Ra—Ni). Solvent: N (NH3), CO (MeOH). Reaction conditions: time 8 hour. Yields the product FC=1C(=CC2=C(N(C=N2)C2OCCCC2)C1)CN ((6-fluoro-1-(tetrahydro-2H-pyran-2-yl)-1H-benzo[d]imidazol-5-yl)methanamine). Yield: 92.3%. As a reaction SMILES: [F:1][C:2]1[C:3]([C:17]#[N:18])=[CH:4][C:5]2[N:9]=[CH:8][N:7]([CH:10]3[CH2:15][CH2:14][CH2:13][CH2:12][O:11]3)[C:6]=2[CH:16]=1>N.CO.[Ni]>[F:1][C:2]1[C:3]([CH2:17][NH2:18])=[CH:4][C:5]2[N:9]=[CH:8][N:7]([CH:10]3[CH2:15][CH2:14][CH2:13][CH2:12][O:11]3)[C:6]=2[CH:16]=1. Procedure: To a solution of 104 (245 mg, 1.0 mmol) in 7N NH3 in MeOH (20 mL) was added Ra—Ni (50 mg), and then it was stirred under hydrogen (1 atm) at RT overnight. The dark mixture was filtered and the filtrate was concentrated in vacuo to afford 230 mg (96%) of (6-fluoro-1-(tetrahydro-2H-pyran-2-yl)-1H-benzo[d]imidazol-5-yl)methanamine (106) as yellow oil: MS (ESI): m/z=250 [M+1]+. Yields the product CC1(C)CNc2cc3[nH]c(-c4ccncc4)nc3cc21. RXN SMILES: [Al+3:2].[CH3:7][C:8]1([CH3:27])[C:9](=[O:26])[NH:10][c:11]2[cH:12][c:13]3[c:14]([n:15][c:16](-[c:18]4[cH:19][cH:20][n:21][cH:22][cH:23]4)[nH:17]3)[cH:24][c:25]21.[Cl-:29].[H-:1].[H-:4].[H-:5].[H-:6].[Li+:3].[Na+:28].[O:30]1[CH2:31][CH2:32][CH2:33][CH2:34]1>>[CH3:7][C:8]1([CH3:27])[CH2:9][NH:10][c:11]2[cH:12][c:13]3[c:14]([n:15][c:16](-[c:18]4[cH:19][cH:20][n:21][cH:22][cH:23]4)[nH:17]3)[cH:24][c:25]21. The reactants are [Al+3], CC1(C)C(=O)Nc2cc3[nH]c(-c4ccncc4)nc3cc21, [Cl-], [H-], [H-], [H-], [H-], [Li+], [Na+], C1CCOC1.